From a dataset of the Open Reaction Database (ORD), a public repository of structured organic reaction records. describe an organic reaction: reactants, conditions, products, and yield The reactants are C(C1=CC=CC=C1)(=O)C=1C=NC2=C(C=CC=C2C1C=1C=C(C=CC1)NCC1=CC=C(C=C1)CC(=O)OC)C(F)(F)F (methyl {4-[({3-[3-benzoyl-8-(trifluoromethyl)quinolin-4-yl]phenyl}amino)methyl]phenyl}acetate), C=O (formaldehyde). Product: C(C1=CC=CC=C1)(=O)C=1C=NC2=C(C=CC=C2C1C=1C=C(C=CC1)N(C)CC1=CC=C(C=C1)CC(=O)O)C(F)(F)F ((4-{[{3-[3-BENZOYL-8-(TRIFLUOROMETHYL)QUINOLIN-4-YL]PHENYL}(METHYL) AMINO]METHYL}PHENYL)ACETIC ACID). As a reaction SMILES: [C:1]([C:9]1[CH:10]=[N:11][C:12]2[C:17]([C:18]=1[C:19]1[CH:20]=[C:21]([NH:25][CH2:26][C:27]3[CH:32]=[CH:31][C:30]([CH2:33][C:34]([O:36]C)=[O:35])=[CH:29][CH:28]=3)[CH:22]=[CH:23][CH:24]=1)=[CH:16][CH:15]=[CH:14][C:13]=2[C:38]([F:41])([F:40])[F:39])(=[O:8])[C:2]1[CH:7]=[CH:6][CH:5]=[CH:4][CH:3]=1.[CH2:42]=O>>[C:1]([C:9]1[CH:10]=[N:11][C:12]2[C:17]([C:18]=1[C:19]1[CH:20]=[C:21]([N:25]([CH2:26][C:27]3[CH:28]=[CH:29][C:30]([CH2:33][C:34]([OH:36])=[O:35])=[CH:31][CH:32]=3)[CH3:42])[CH:22]=[CH:23][CH:24]=1)=[CH:16][CH:15]=[CH:14][C:13]=2[C:38]([F:39])([F:40])[F:41])(=[O:8])[C:2]1[CH:7]=[CH:6][CH:5]=[CH:4][CH:3]=1. Reported procedure: The title compound was prepared from methyl {4-[({3-[3-benzoyl-8-(trifluoromethyl)quinolin-4-yl]phenyl}amino)methyl]phenyl}acetate and 37% aqueous formaldehyde followed the procedures of Example 66 as an orange solid MS (EI) m/z 555.3 (M+H)+; 1H NMR (DMSO-d6): δ 2.86 (s, 3H), 3.55 (s, 2H), 4.44 (s, 2H), 6.50 (d, J=7.5 Hz, 1H), 6.60-6.65 (m, 2H), 6.98 (d, J=8.1 Hz, 2H), 7.09 (t, J=7.9 Hz, 1H), 7.18 (d, J=8.0 Hz, 2H), 7.36 (t, J=7.4 Hz, 2H), 7.55 (t, J=6.2 Hz, 1H), 7.64 (d, J=7.0 Hz, 2H), 7.73 (t,... Starting materials: S(=O)(=O)([O-])S(=O)[O-].[Na+].[Na+] (sodium metabisulfite), Mosher ester, crude product, C1(=CC=CC=C1)\C=C\C1=CC=CC=C1 (E-1,2-diphenylethene), C[N+]1(CCOCC1)[O-] (4-methylmorpholine N-oxide), aqueous solution, CC[C@@H]1CN2CC[C@H]1C[C@@H]2[C@H](C3=C4C=C(C=CC4=NC=C3)OC)OC(=O)C5=CC=C(C=C5)Cl (dihydroquinidine 4-chlorobenzoate), S(=O)(=O)([O-])[O-].[Na+].[Na+] (sodium sulfate). Reagents/catalysts: [Os](=O)(=O)(=O)=O (Osmium tetroxide). The solvent is C(Cl)Cl (CH2Cl2), C(Cl)Cl (CH2Cl2), CCOCC (Et2O), olefin, O (H2O), O (water). Conditions: time 1 hour. Yields the product C1(=C(C(=CC=C1)O)O)C=CC1=CC=CC=C1 (stilbene diol). RXN SMILES: C1(/C=C/C2C=CC=CC=2)C=CC=CC=1.C[N+]1([O-])CC[O:19]CC1.[CH3:23][CH2:24][C@H:25]1[C@@H:30]2[CH2:31][C@H:32]([C@@H:33](OC(C3C=CC(Cl)=CC=3)=O)[C:34]3C=CN=[C:40]4[C:35]=3[CH:36]=[C:37]([O:44]C)[CH:38]=[CH:39]4)N(CC2)C1.S(S([O-])=O)([O-])(=O)=O.[Na+].[Na+].S([O-])([O-])(=O)=O.[Na+].[Na+]>C(Cl)Cl.[Os](=O)(=O)(=O)=O.CCOCC.O>[C:35]1([CH:34]=[CH:33][C:32]2[CH:23]=[CH:24][CH:25]=[CH:30][CH:31]=2)[CH:40]=[CH:39][CH:38]=[C:37]([OH:44])[C:36]=1[OH:19] |f:3.4.5,6.7.8|. Procedure details: To a 3 L, 3-necked round-bottomed flask equipped with a mechanical stirrer and two glass stoppers at room temperature were added E-1,2-diphenylethene (Trans-stilbene) (180.25 g, 1.0 mol, 1.0 eq), 4-methylmorpholine N-oxide (260 mL of a 60% by wt. aqueous solution (1.5 mol, 1.5 eq) dihydroquinidine 4-chlorobenzoate (23.25 g, 0.05 mol, 0.05 eq) 375 mL acetone and 7.5 mL H2O. The solution was 0.1M in alkaloid M in olefin, and the solvent was 25% water/75% acetone (v/v). The flask was immersed in a ... Reactants: OO (hydrogen peroxide), ClC1=C2C=CC(=C(C2=CC=C1)O)CCCCCCCCCCCC (5-chloro-2-dodecyl-1-naphthalenol), S(O)(O)(=O)=O (sulfuric acid), C(C)(=O)O (acetic acid). Run in O (water), C(Cl)Cl (methylene chloride). Conditions: temperature 70 celsius, time 17 hour. Yields the product ClC1=C2C(C=C(C(C2=CC=C1)=O)CCCCCCCCCCCC)=O (5-chloro-2-dodecyl-1,4-naphthoquinone). RXN SMILES: [Cl:1][C:2]1[CH:11]=[CH:10][CH:9]=[C:8]2[C:3]=1[CH:4]=[CH:5][C:6]([CH2:13][CH2:14][CH2:15][CH2:16][CH2:17][CH2:18][CH2:19][CH2:20][CH2:21][CH2:22][CH2:23][CH3:24])=[C:7]2[OH:12].S(=O)(=O)(O)[OH:26].C(O)(=O)C.OO>C(Cl)Cl.O>[Cl:1][C:2]1[CH:11]=[CH:10][CH:9]=[C:8]2[C:3]=1[C:4](=[O:26])[CH:5]=[C:6]([CH2:13][CH2:14][CH2:15][CH2:16][CH2:17][CH2:18][CH2:19][CH2:20][CH2:21][CH2:22][CH2:23][CH3:24])[C:7]2=[O:12]. Procedure: A mixture of 5.4 parts of 5-chloro-2-dodecyl-1-naphthalenol, 18 parts of 96% sulfuric acid, 71.5 parts of glacial acetic acid, and 29 parts of water was stirred at 70° C. and 8.85 parts of cold 30% hydrogen peroxide was added dropwise over 8 hours. Stirring at 70° C. was continued for another 17 hours. The mixture was cooled and an orange solid taken up in methylene chloride, and the extract washed with water, dried and stripped. The resulting tan solid was purified by column chromatography from...